From a dataset of the Open Reaction Database (ORD), a public repository of structured organic reaction records. describe an organic reaction: reactants, conditions, products, and yield Starting materials: BrC=1C=CC(=C(C1)[C@@](CSC1(CCC1)C(=O)O)(C)NCC1=C(C=C(C=C1)OC)OC)F ((R)-1-(2-(5-bromo-2-fluorophenyl)-2-(2,4-dimethoxybenzylamino) propylthio)cyclobutanecarboxylic acid), C(C)(C)N(CC)C(C)C (diisopropylethylamine), CCCP1(=O)OP(=O)(OP(=O)(O1)CCC)CCC (1-propanephosphonic acid cyclic anhydride). The solvent is C(C)(=O)OCC (ethyl acetate). Conditions: temperature 23 celsius, time 16 hour. The product is BrC=1C=CC(=C(C1)[C@@]1(CSC2(CCC2)C(N1CC1=C(C=C(C=C1)OC)OC)=O)C)F ((R)-7-(5-bromo-2-fluorophenyl)-8-(2,4-dimethoxybenzyl)-7-methyl-5-thia-8-azaspiro[3.5]nonan-9-one). Isolated yield 100.9%. RXN SMILES: [Br:1][C:2]1[CH:3]=[CH:4][C:5]([F:31])=[C:6]([C@:8]([NH:19][CH2:20][C:21]2[CH:26]=[CH:25][C:24]([O:27][CH3:28])=[CH:23][C:22]=2[O:29][CH3:30])([CH3:18])[CH2:9][S:10][C:11]2([C:15]([OH:17])=O)[CH2:14][CH2:13][CH2:12]2)[CH:7]=1.C(N(C(C)C)CC)(C)C.CCCP1(OP(CCC)(=O)OP(CCC)(=O)O1)=O>C(OCC)(=O)C>[Br:1][C:2]1[CH:3]=[CH:4][C:5]([F:31])=[C:6]([C@@:8]2([CH3:18])[N:19]([CH2:20][C:21]3[CH:26]=[CH:25][C:24]([O:27][CH3:28])=[CH:23][C:22]=3[O:29][CH3:30])[C:15](=[O:17])[C:11]3([CH2:14][CH2:13][CH2:12]3)[S:10][CH2:9]2)[CH:7]=1. Reported procedure: To a solution of (R)-1-(2-(5-bromo-2-fluorophenyl)-2-(2,4-dimethoxybenzylamino) propylthio)cyclobutanecarboxylic acid (1.8 g, 3.51 mmol, Eq: 1.00) and diisopropylethylamine (1.36 g, 1.84 ml, 10.5 mmol, Eq: 3.0) in ethyl acetate (70.3 ml) was added at 23° C. 1-propanephosphonic acid cyclic anhydride (50% solution in ethyl acetate) (3.35 g, 3.08 ml, 5.27 mmol, Eq: 1.5). The colourless reaction solution was stirred at 23° C. for 16 hours. The reaction mixture was washed with sat. NaHCO3-sol., water... Reactants: COC1=NCCC1, CCCCCC, CC(=O)CC(=O)c1ccccc1. Product: CC(=O)C(C(=O)c1ccccc1)=C1CCCN1. Reaction SMILES: [CH3:1][O:2][C:3]1=[N:4][CH2:5][CH2:6][CH2:7]1.[CH3:20][CH2:21][CH2:22][CH2:23][CH2:24][CH3:25].[c:8]1([C:14]([CH2:15][C:16]([CH3:17])=[O:18])=[O:19])[cH:9][cH:10][cH:11][cH:12][cH:13]1>>[C:3]1(=[C:15]([C:14]([c:8]2[cH:9][cH:10][cH:11][cH:12][cH:13]2)=[O:19])[C:16]([CH3:17])=[O:18])[NH:4][CH2:5][CH2:6][CH2:7]1.